This data is from the Open Reaction Database (ORD), a public repository of structured organic reaction records. The task is: describe an organic reaction: reactants, conditions, products, and yield Reactants: ClCP(C)(C)=O (chloromethyl-dimethylphosphine oxide), C(C1=CC=CC=C1)N (benzylamine). Solvent: C(C)O (ethanol). Product: C(C1=CC=CC=C1)NCP(C)(C)=O (N-benzyl-P,P-dimethyl-aminomethylphosphine oxide). The yield is 63.0%. Reaction SMILES: Cl[CH2:2][P:3](=[O:6])([CH3:5])[CH3:4].[CH2:7]([NH2:14])[C:8]1[CH:13]=[CH:12][CH:11]=[CH:10][CH:9]=1>C(O)C>[CH2:7]([NH:14][CH2:2][P:3](=[O:6])([CH3:5])[CH3:4])[C:8]1[CH:13]=[CH:12][CH:11]=[CH:10][CH:9]=1. Procedure details: A solution of 316.3 g of chloromethyl-dimethylphosphine oxide, 547 ml of benzylamine and 500 ml of ethanol is refluxed for 18 hours. After cooling to 20° to 25° C., the turbid suspension is filtered; the clear filtrate is then concentrated by evaporation, and to the residue are added 500 ml of 10% sodium chloride solution. The aqueous solution is extracted 4 times with 500 ml of methylene chloride each time; and the combined organic phases are subsequently dried over sodium sulfate and concentra... The reactants are O1COC2=C1C=CC(=C2)C=2C(OC(C2CC2=CC(=C(C(=C2)OC)OC)OC)(C2=CC=C(C=C2)OC)O)=O (3-Benzo[1,3]-dioxol-5-yl-5-hydroxy-5-(4-methoxy-phenyl)-4-(3,4,5-trimethoxy-benzyl)-5H-furan-2-one), BrCCCO (1-Bromo-3-propanol). The solvent is ClCCl (dichloromethane). Run at time 48 hour. The product is O1COC2=C1C=CC(=C2)C=2C(OC(C2CC2=CC(=C(C(=C2)OC)OC)OC)(C2=CC=C(C=C2)OC)OCCCBr)=O (3-Benzo[1,3]dioxol-5-yl-5-(3-bromo-propoxy)-5-(4-methoxy-phenyl)-4-(3,4,5-trimethoxy-benzyl)-5H-furan-2-one). As a reaction SMILES: [O:1]1[C:5]2[CH:6]=[CH:7][C:8]([C:10]3[C:11](=[O:37])[O:12][C:13]([OH:36])([C:28]4[CH:33]=[CH:32][C:31]([O:34][CH3:35])=[CH:30][CH:29]=4)[C:14]=3[CH2:15][C:16]3[CH:21]=[C:20]([O:22][CH3:23])[C:19]([O:24][CH3:25])=[C:18]([O:26][CH3:27])[CH:17]=3)=[CH:9][C:4]=2[O:3][CH2:2]1.[Br:38][CH2:39][CH2:40][CH2:41]O>ClCCl>[O:1]1[C:5]2[CH:6]=[CH:7][C:8]([C:10]3[C:11](=[O:37])[O:12][C:13]([O:36][CH2:41][CH2:40][CH2:39][Br:38])([C:28]4[CH:29]=[CH:30][C:31]([O:34][CH3:35])=[CH:32][CH:33]=4)[C:14]=3[CH2:15][C:16]3[CH:17]=[C:18]([O:26][CH3:27])[C:19]([O:24][CH3:25])=[C:20]([O:22][CH3:23])[CH:21]=3)=[CH:9][C:4]=2[O:3][CH2:2]1. Reported procedure: To 100 mL dichloromethane was added 3-Benzo[1,3]-dioxol-5-yl-5-hydroxy-5-(4-methoxy-phenyl)-4-(3,4,5-trimethoxy-benzyl)-5H-furan-2-one 5.0 g (9.87 mmol), giving a suspension. 1-Bromo-3-propanol 3.07 g (22.15 mmol) was added, and the mixture was purged with anhydrous HCl gas until saturated. After 48 hours at room temperature, the mixture was evaporated in vacuo and the residue was suspended in ethyl ether. The ether suspension was washed exhaustively with 0.5 N NaOH, followed by water and satura... The reactants are C1=C(C=CC=C1O)C (m-cresol), C1(=CC=CC=C1)P(C1=CC=CC=C1)C1=CC=CC=C1 (triphenylphosphine), CC(C)OC(=O)/N=N/C(=O)OC(C)C (diisopropylazodicarboxylate), O[C@H](C(=O)OC)C ((S)-methyl 2-hydroxypropanoate). Run in C1CCOC1 (THF), C(C)(=O)OCC (ethyl acetate). Reaction conditions: time 8 hour. Product: C1(=CC(=CC=C1)O[C@@H](C(=O)OC)C)C ((R)-Methyl 2-(m-tolyloxy)propanoate). The yield is 45.9%. Reaction SMILES: [CH:1]1[C:6]([OH:7])=[CH:5][CH:4]=[CH:3][C:2]=1[CH3:8].C1(P(C2C=CC=CC=2)C2C=CC=CC=2)C=CC=CC=1.O[C@@H:29]([CH3:34])[C:30]([O:32][CH3:33])=[O:31].CC(OC(/N=N/C(OC(C)C)=O)=O)C>C1COCC1.C(OCC)(=O)C>[C:2]1([CH3:8])[CH:3]=[CH:4][CH:5]=[C:6]([O:7][C@H:29]([CH3:34])[C:30]([O:32][CH3:33])=[O:31])[CH:1]=1. Procedure details: To a solution of the m-cresol (1.0 g, 9.2 mmol) in anhydrous THF (15 mL) at 0° C. under argon protection was added triphenylphosphine (2.55 g, 9.7 mmol), followed by addition of the (S)-methyl 2-hydroxypropanoate (926 μL, 9.7 mmol). Then diisopropylazodicarboxylate (DIAD) (2.85 mL, 13.8 mmol) was added dropwise at 0° C. The reaction mixture was stirred at room temperature overnight. The resulting mixture was diluted by ethyl acetate, washed with a 0.5 N HCl solution, a saturated solution of NaHC... Starting materials: ClC1=C(C(=O)OC(C)C)C=C(C(=C1)F)N1C(NC(=CC1=O)C(F)(F)F)=O (isopropyl 2-chloro-4-fluoro-5-[3,6-dihydro-2,6-dioxo-4-trifluoromethyl-1(2H)-pyrimidinyl]-benzoate), S(=O)(=O)(OC)OC (dimethyl sulphate). Run in CN(C=O)C (dimethylformamide). The product is ClC1=C(C(=O)OC(C)C)C=C(C(=C1)F)N1C(N(C(=CC1=O)C(F)(F)F)C)=O (isopropyl 2-chloro-4-fluoro-5-[3,6-dihydro-3-methyl-4-trifluoromethyl-2,6-dioxo-1(2H)-pyrimidinyl]-benzoate). Reaction SMILES: [Cl:1][C:2]1[CH:13]=[C:12]([F:14])[C:11]([N:15]2[C:20](=[O:21])[CH:19]=[C:18]([C:22]([F:25])([F:24])[F:23])[NH:17][C:16]2=[O:26])=[CH:10][C:3]=1[C:4]([O:6][CH:7]([CH3:9])[CH3:8])=[O:5].S(OC)(O[CH3:31])(=O)=O>CN(C)C=O>[Cl:1][C:2]1[CH:13]=[C:12]([F:14])[C:11]([N:15]2[C:20](=[O:21])[CH:19]=[C:18]([C:22]([F:24])([F:23])[F:25])[N:17]([CH3:31])[C:16]2=[O:26])=[CH:10][C:3]=1[C:4]([O:6][CH:7]([CH3:9])[CH3:8])=[O:5]. Procedure details: using isopropyl 2-chloro-4-fluoro-5-[3,6-dihydro-2,6-dioxo-4-trifluoromethyl-1(2H)-pyrimidinyl]-benzoate and dimethyl sulphate in dimethylformamide there is obtained isopropyl 2-chloro-4-fluoro-5-[3,6-dihydro-3-methyl-4-trifluoromethyl-2,6-dioxo-1(2H)-pyrimidinyl]-benzoate, 1H--NMR (CDCl3, 400 MHz) 7.84 ppm (d, 1H), 7.37 ppm (d, 1H), 6.38 ppm (s, 1H), 5.25 ppm (m, 1H), 3.57 ppm (d, 3H), 1,36 ppm (d, 6H), The reactants are C(C1=CC=CC=C1)OC(=O)NCC(=O)NC(=CC1=CC=CC=C1)C(=O)N1[C@H](C(=O)N)CCC1 (benzyloxycarbonyl-glycyl-dehydrophenylalanyl-prolinamide), Br (HBr). The solvent is C(C)(=O)O (acetic acid). Product: Br.NCC(=O)NC(=CC1=CC=CC=C1)C(=O)N1[C@H](C(=O)N)CCC1 (Glycyl-dehydrophenylalanyl-prolinamide-hydrobromide). RXN SMILES: C(OC([NH:11][CH2:12][C:13]([NH:15][C:16]([C:24]([N:26]1[CH2:33][CH2:32][CH2:31][C@H:27]1[C:28]([NH2:30])=[O:29])=[O:25])=[CH:17][C:18]1[CH:23]=[CH:22][CH:21]=[CH:20][CH:19]=1)=[O:14])=O)C1C=CC=CC=1.[BrH:34]>C(O)(=O)C>[BrH:34].[NH2:11][CH2:12][C:13]([NH:15][C:16]([C:24]([N:26]1[CH2:33][CH2:32][CH2:31][C@H:27]1[C:28]([NH2:30])=[O:29])=[O:25])=[CH:17][C:18]1[CH:23]=[CH:22][CH:21]=[CH:20][CH:19]=1)=[O:14] |f:3.4|. Procedure: 1.3 g of benzyloxycarbonyl-glycyl-dehydrophenylalanyl-prolinamide are dissolved in 6 ml of 30% HBr in glacial acetic acid. After a reaction time of 20 minutes, at room temperature, the product is precipitated with ether, centrifuged and washed several times with ether. The reactants are CCOC(C)=O, CO, Cc1cc(C)n(CC(=O)N2CCN(c3ncc(Cl)cc3[N+](=O)[O-])CC2)n1, [H][H], S=[Pt]. Yields the product Cc1cc(C)n(CC(=O)N2CCN(c3ncc(Cl)cc3N)CC2)n1. RXN SMILES: [CH3:27][CH2:28][O:29][C:30](=[O:31])[CH3:32].[CH3:37][OH:38].[Cl:1][c:2]1[cH:3][c:4]([N+:24]([O-:25])=[O:26])[c:5]([N:8]2[CH2:9][CH2:10][N:11]([C:14]([CH2:15][n:16]3[n:17][c:18]([CH3:22])[cH:19][c:20]3[CH3:21])=[O:23])[CH2:12][CH2:13]2)[n:6][cH:7]1.[H:33][H:34].[Pt:35]=[S:36]>>[Cl:1][c:2]1[cH:3][c:4]([NH2:24])[c:5]([N:8]2[CH2:9][CH2:10][N:11]([C:14]([CH2:15][n:16]3[n:17][c:18]([CH3:22])[cH:19][c:20]3[CH3:21])=[O:23])[CH2:12][CH2:13]2)[n:6][cH:7]1. Reactants: ice water, BrBr (bromine), [N+](=O)([O-])C1=CC=C(C=C1)C(C(=S)N)C#N (p-nitrophenylcyanothioacetamide), C(O)([O-])=O.[Na+] (sodium hydrogencarbonate). Solvent: ClC(C)Cl (dichloroethane), ClCCCl (1,2-dichloroethane). Reaction conditions: temperature 20 celsius, time 30 minute. The product is NC1=C(C2=C(S1)C=C(C=C2)[N+](=O)[O-])C#N (2-amino-3-cyano-6-nitrobenzo-[b]-thiophene). Isolated yield 89.4%. RXN SMILES: BrBr.[N+:3]([C:6]1[CH:11]=[CH:10][C:9]([CH:12]([C:16]#[N:17])[C:13]([NH2:15])=[S:14])=[CH:8][CH:7]=1)([O-:5])=[O:4].C(=O)([O-])O.[Na+]>ClC(Cl)C.ClCCCl>[NH2:15][C:13]1[S:14][C:10]2[CH:11]=[C:6]([N+:3]([O-:5])=[O:4])[CH:7]=[CH:8][C:9]=2[C:12]=1[C:16]#[N:17] |f:2.3|. Reported procedure: A solution of 1.3 ml (25 mmol) of bromine in 10 ml of dichloroethane is added dropwise to a suspension of 5.53 g (25 mmol) of p-nitrophenylcyanothioacetamide and 4.2 g (50 mmol) of sodium hydrogencarbonate in 40 ml of 1,2-dichloroethane. The temperature is maintained at 20° C. by cooling with ice-water. This is followed by 30 minutes of stirring, filtering off with suction and washing with water. Drying in vacuo at 50° C. leaves 4.9 g of a brown powder=89% of theory. Reactants: BrC(Br)(Br)Br, ClCCl, OCCc1cccc(Cl)c1. Product: Clc1cccc(CCBr)c1. As a reaction SMILES: [C:11]([Br:12])([Br:13])([Br:14])[Br:15].[Cl:16][CH2:17][Cl:18].[Cl:1][c:2]1[cH:3][c:4]([CH2:5][CH2:6][OH:7])[cH:8][cH:9][cH:10]1>>[Cl:1][c:2]1[cH:3][c:4]([CH2:5][CH2:6][Br:12])[cH:8][cH:9][cH:10]1.